Task: describe an organic reaction: reactants, conditions, products, and yield. Dataset: the Open Reaction Database (ORD), a public repository of structured organic reaction records Starting materials: CCCCC(CC)C(=O)[O-], C1CCOC1, C=CCOC(=O)C1=C(c2ccc(OC)c(F)c2)CC2C(C(C)O)C(=O)N12, [Na+], c1ccc(P(c2ccccc2)c2ccccc2)cc1, c1ccc(P(c2ccccc2)(c2ccccc2)[Pd](P(c2ccccc2)(c2ccccc2)c2ccccc2)(P(c2ccccc2)(c2ccccc2)c2ccccc2)P(c2ccccc2)(c2ccccc2)c2ccccc2)cc1. Yields the product COc1ccc(C2=C(C(=O)[O-])N3C(=O)C(C(C)O)C3C2)cc1F, [Na+]. Reaction SMILES: [CH2:46]([CH:47]([CH2:48][CH2:49][CH2:50][CH3:51])[C:52]([O-:53])=[O:54])[CH3:55].[CH2:57]1[O:58][CH2:59][CH2:60][CH2:61]1.[F:1][c:2]1[cH:3][c:4]([C:10]2=[C:11]([C:21](=[O:22])[O:23][CH2:24][CH:25]=[CH2:26])[N:12]3[C:13](=[O:20])[CH:14]([CH:17]([CH3:18])[OH:19])[CH:15]3[CH2:16]2)[cH:5][cH:6][c:7]1[O:8][CH3:9].[Na+:56].[c:27]1([P:28]([c:29]2[cH:30][cH:31][cH:32][cH:33][cH:34]2)[c:35]2[cH:36][cH:37][cH:38][cH:39][cH:40]2)[cH:41][cH:42][cH:43][cH:44][cH:45]1.[cH:62]1[cH:63][cH:64][c:65]([P:66]([Pd:67]([P:68]([c:69]2[cH:70][cH:71][cH:72][cH:73][cH:74]2)([c:75]2[cH:76][cH:77][cH:78][cH:79][cH:80]2)[c:81]2[cH:82][cH:83][cH:84][cH:85][cH:86]2)([P:87]([c:88]2[cH:89][cH:90][cH:91][cH:92][cH:93]2)([c:94]2[cH:95][cH:96][cH:97][cH:98][cH:99]2)[c:100]2[cH:101][cH:102][cH:103][cH:104][cH:105]2)[P:106]([c:107]2[cH:108][cH:109][cH:110][cH:111][cH:112]2)([c:113]2[cH:114][cH:115][cH:116][cH:117][cH:118]2)[c:119]2[cH:120][cH:121][cH:122][cH:123][cH:124]2)([c:125]2[cH:126][cH:127][cH:128][cH:129][cH:130]2)[c:131]2[cH:132][cH:133][cH:134][cH:135][cH:136]2)[cH:137][cH:138]1>>[F:1][c:2]1[cH:3][c:4]([C:10]2=[C:11]([C:21](=[O:22])[O-:23])[N:12]3[C:13](=[O:20])[CH:14]([CH:17]([CH3:18])[OH:19])[CH:15]3[CH2:16]2)[cH:5][cH:6][c:7]1[O:8][CH3:9].[Na+:56]. Starting materials: O=C=Nc1ccccc1Br, Cc1cccc(OCC(N)CCOc2ccccc2)c1, CC#N. The product is Cc1cccc(OCC(CCOc2ccccc2)NC(=O)Nc2ccccc2Br)c1. As a reaction SMILES: [Br:21][c:22]1[c:23]([N:28]=[C:29]=[O:30])[cH:24][cH:25][cH:26][cH:27]1.[CH3:1][c:2]1[cH:3][c:4]([O:5][CH2:6][CH:7]([CH2:8][CH2:9][O:10][c:11]2[cH:12][cH:13][cH:14][cH:15][cH:16]2)[NH2:17])[cH:18][cH:19][cH:20]1.[CH3:31][C:32]#[N:33]>>[CH3:1][c:2]1[cH:3][c:4]([O:5][CH2:6][CH:7]([CH2:8][CH2:9][O:10][c:11]2[cH:12][cH:13][cH:14][cH:15][cH:16]2)[NH:17][C:29]([NH:28][c:23]2[c:22]([Br:21])[cH:27][cH:26][cH:25][cH:24]2)=[O:30])[cH:18][cH:19][cH:20]1. Starting materials: [BH4-], CO, [Na+], O=Cc1ccc2ccn(C(c3ccccc3)c3cccc(C=Cc4ccc5ccccc5n4)c3)c2c1. Product: OCc1ccc2ccn(C(c3ccccc3)c3cccc(C=Cc4ccc5ccccc5n4)c3)c2c1. Reaction SMILES: [BH4-:1].[CH3:39][OH:40].[Na+:2].[c:3]1([CH:9]([c:10]2[cH:11][c:12]([CH:16]=[CH:17][c:18]3[n:19][c:20]4[cH:21][cH:22][cH:23][cH:24][c:25]4[cH:26][cH:27]3)[cH:13][cH:14][cH:15]2)[n:28]2[cH:29][cH:30][c:31]3[cH:32][cH:33][c:34]([CH:37]=[O:38])[cH:35][c:36]23)[cH:4][cH:5][cH:6][cH:7][cH:8]1>>[c:3]1([CH:9]([c:10]2[cH:11][c:12]([CH:16]=[CH:17][c:18]3[n:19][c:20]4[cH:21][cH:22][cH:23][cH:24][c:25]4[cH:26][cH:27]3)[cH:13][cH:14][cH:15]2)[n:28]2[cH:29][cH:30][c:31]3[cH:32][cH:33][c:34]([CH2:37][OH:38])[cH:35][c:36]23)[cH:4][cH:5][cH:6][cH:7][cH:8]1. Starting materials: CCC(CC)c1cc(C)nn2c(-c3scc(Br)c3Cl)c(C)nc12, Cn1ncnc1Br, CCOC(C)=O. Product: CCC(CC)c1cc(C)nn2c(-c3scc(-c4ncnn4C)c3Cl)c(C)nc12. RXN SMILES: [Br:1][c:2]1[c:3]([Cl:23])[c:4](-[c:7]2[c:8]([CH3:22])[n:9][c:10]3[n:11]2[n:12][c:13]([CH3:21])[cH:14][c:15]3[CH:16]([CH2:17][CH3:18])[CH2:19][CH3:20])[s:5][cH:6]1.[Br:24][c:25]1[n:26][cH:27][n:28][n:29]1[CH3:30].[CH3:31][CH2:32][O:33][C:34]([CH3:35])=[O:36]>>[c:2]1(-[c:25]2[n:26][cH:27][n:28][n:29]2[CH3:30])[c:3]([Cl:23])[c:4](-[c:7]2[c:8]([CH3:22])[n:9][c:10]3[n:11]2[n:12][c:13]([CH3:21])[cH:14][c:15]3[CH:16]([CH2:17][CH3:18])[CH2:19][CH3:20])[s:5][cH:6]1. Starting materials: CC1CCN(Cc2ccccc2)C(C)C1(C)CCC(=O)CCC1CCCC1, Cl[Pd]Cl. Product: CC1CCNC(C)C1(C)CCC(=O)CCC1CCCC1. Reaction SMILES: [CH:1]1([CH2:6][CH2:7][C:8]([CH2:9][CH2:10][C:11]2([CH3:26])[CH:12]([CH3:25])[N:13]([CH2:18][c:19]3[cH:20][cH:21][cH:22][cH:23][cH:24]3)[CH2:14][CH2:15][CH:16]2[CH3:17])=[O:27])[CH2:2][CH2:3][CH2:4][CH2:5]1.[Cl:28][Pd:29][Cl:30]>>[CH:1]1([CH2:6][CH2:7][C:8]([CH2:9][CH2:10][C:11]2([CH3:26])[CH:12]([CH3:25])[NH:13][CH2:14][CH2:15][CH:16]2[CH3:17])=[O:27])[CH2:2][CH2:3][CH2:4][CH2:5]1. Starting materials: FC1=CC2=C(SC=C2C)C=C1 (5-fluoro-3-methyl-benzo[b]thiophene), C(C1=CC=CC=C1)=O (benzaldehyde). Yields the product FC1=CC2=C(SC(=C2C)C(O)C2=CC=CC=C2)C=C1 ((5-fluoro-3-methyl-benzo[b]thiophen-2-yl)-phenyl-methanol). As a reaction SMILES: [F:1][C:2]1[CH:11]=[CH:10][C:5]2[S:6][CH:7]=[C:8]([CH3:9])[C:4]=2[CH:3]=1.[CH:12](=[O:19])[C:13]1[CH:18]=[CH:17][CH:16]=[CH:15][CH:14]=1>>[F:1][C:2]1[CH:11]=[CH:10][C:5]2[S:6][C:7]([CH:12]([C:13]3[CH:18]=[CH:17][CH:16]=[CH:15][CH:14]=3)[OH:19])=[C:8]([CH3:9])[C:4]=2[CH:3]=1. Procedure: Using general procedure B, 5-fluoro-3-methyl-benzo[b]thiophene was reacted with benzaldehyde to give (5-fluoro-3-methyl-benzo[b]thiophen-2-yl)-phenyl-methanol as a pale yellow oil. MS: 255.3 ([M+H—H2O]+). The reactants are Brc1ccccc1, NCc1ccco1, CCOC(C)=O, Cl, [NH4+], O, N#C[S-]. The product is NC(=S)NCc1ccco1. As a reaction SMILES: [Br:20][c:21]1[cH:22][cH:23][cH:24][cH:25][cH:26]1.[CH2:2]([c:3]1[cH:4][cH:5][cH:6][o:7]1)[NH2:8].[CH3:14][CH2:15][O:16][C:17](=[O:18])[CH3:19].[ClH:1].[NH4+:12].[OH2:13].[S-:9][C:10]#[N:11]>>[CH2:2]([c:3]1[cH:4][cH:5][cH:6][o:7]1)[NH:8][C:10](=[S:9])[NH2:11]. Reactants: resultant mixture, resultant mixture, OC1=C(C=C(C=C1C(C)(C)CC)C(C)(C)CC)N1N=C2C(=[N+]1[O-])C=CC=C2 (2-(2-hydroxy-3,5-di-t-amylphenyl)benzotriazole-N-oxide), C(CCC)O (n-butanol), [OH-].[Na+] (sodium hydroxide), C1=CC=CC=2C3=CC=CC=C3C(C12)=O (9-fluorenone). Run in O (water). Reaction conditions: time 2.5 hour. Product: desired product, OC1=C(C=C(C=C1C(C)(C)CC)C(C)(C)CC)N1N=C2C(=N1)C=CC=C2 (2-(2-hydroxy-3,5-di-t-amylphenyl)benzotriazole). The yield is 92.4%. RXN SMILES: [OH:1][C:2]1[C:7]([C:8]([CH2:11][CH3:12])([CH3:10])[CH3:9])=[CH:6][C:5]([C:13]([CH2:16][CH3:17])([CH3:15])[CH3:14])=[CH:4][C:3]=1[N:18]1[N+:22]([O-])=[C:21]2[CH:24]=[CH:25][CH:26]=[CH:27][C:20]2=[N:19]1.C(O)CCC.[OH-].[Na+].C1C2C(=O)C3C(=CC=CC=3)C=2C=CC=1>O>[OH:1][C:2]1[C:7]([C:8]([CH2:11][CH3:12])([CH3:10])[CH3:9])=[CH:6][C:5]([C:13]([CH2:16][CH3:17])([CH3:15])[CH3:14])=[CH:4][C:3]=1[N:18]1[N:22]=[C:21]2[CH:24]=[CH:25][CH:26]=[CH:27][C:20]2=[N:19]1 |f:2.3|. Procedure: 2-(2-hydroxy-3,5-di-t-amylphenyl)benzotriazole-N-oxide 23.2 g was added to a mixture of n-butanol 60 g, water 12 g and 97% sodium hydroxide 16.5 g, and 9-fluorenone 2.0 g was further added to the resultant mixture. The resultant mixture was heated to 80° C., and was further stirred at 80°~85° C. for 2.5 hours, thus the reduction reaction being completed. The reaction liquor was treated in the same manner as in Example 17 to recover butanol, and 1.8 g of 9-fluorenone catalyst was recovered as a f... The reactants are CC(C)=CCC[C@H](C)CCO ((S)-(-)-citronellol), [Cr](=O)(=O)([O-])O[Cr](=O)(=O)[O-].[NH+]1=CC=CC=C1.[NH+]1=CC=CC=C1 (pyridinium dichromate), O (water). Solvent: CN(C)C=O (DMF). Reaction conditions: time 8 hour. The product is C(C[C@@H](C)CCC=C(C)C)(=O)OC ((S)-(-)-methyl citronellate). Yield: 63.9%. Reaction SMILES: [CH3:1][C:2](=[CH:4][CH2:5][CH2:6][C@@H:7]([CH2:9][CH2:10][OH:11])[CH3:8])[CH3:3].[Cr](O[Cr]([O-])(=O)=O)([O-])(=O)=O.[NH+]1C=CC=C[CH:22]=1.[NH+]1C=CC=CC=1.[OH2:33]>CN(C=O)C>[C:10]([O:11][CH3:22])(=[O:33])[CH2:9][C@H:7]([CH2:6][CH2:5][CH:4]=[C:2]([CH3:3])[CH3:1])[CH3:8] |f:1.2.3|. Procedure details: To a solution of 10.0 g (64.1 mmol) of (S)-(-)-citronellol 29 (Aldrich, 98% e.e.) in 150 ml of dry DMF is added 84.4 g (224 mmol) of pyridinium dichromate (PDC), and the mixture is stirred overnight. The reaction mixture is poured into 1.5 l of water, and extracted with toluene twice. The extract is washed with water, and then extracted with 1N aqueous solution of sodium hydroxide to separate the carboxylic acid. The aqueous layer is acidified with 5N hydrochloric acid to pH 2, and extracted wit... Starting materials: O (water), CS(=O)(=O)O (methanesulphonic acid), FC1=CC=2C(=NC=3N(C=C(C(C3C2)=O)C(=O)O)OC)C=C1F (7,8-difluoro-1-methoxy-4-oxo-1,4-dihydro-benzo[b][1,8]naphthyridine-3-carboxylic acid), N1CCNCC1 (piperazine). The solvent is CS(=O)C (dimethyl sulphoxide). Reaction conditions: temperature 20 celsius, time 15 minute. The product is FC1=CC=2C(=NC=3N(C=C(C(C3C2)=O)C(=O)O)OC)C=C1N1CCNCC1 (7-fluoro-1-methoxy-4-oxo-8-(1-piperazinyl)-1,4-dihydro-benzo[b][1,8]naphthyridine-3-carboxylic acid). Yield: 74.0%. Reaction SMILES: [F:1][C:2]1[C:21](F)=[CH:20][C:5]2=[N:6][C:7]3[N:8]([O:18][CH3:19])[CH:9]=[C:10]([C:15]([OH:17])=[O:16])[C:11](=[O:14])[C:12]=3[CH:13]=[C:4]2[CH:3]=1.O.CS(O)(=O)=O.[NH:29]1[CH2:34][CH2:33][NH:32][CH2:31][CH2:30]1>CS(C)=O>[F:1][C:2]1[C:21]([N:29]2[CH2:34][CH2:33][NH:32][CH2:31][CH2:30]2)=[CH:20][C:5]2=[N:6][C:7]3[N:8]([O:18][CH3:19])[CH:9]=[C:10]([C:15]([OH:17])=[O:16])[C:11](=[O:14])[C:12]=3[CH:13]=[C:4]2[CH:3]=1. Reported procedure: A suspension of 2 g of 7,8-difluoro-1-methoxy-4-oxo-1,4-dihydro-benzo[b][1,8]naphthyridine-3-carboxylic acid in 2.8 g of piperazine and 40 cm3 of dimethyl sulphoxide is stirred for 15 minutes at a temperature close to 40° C. After cooling to about 20° C., the reaction mixture is poured into 150 cm3 of water and 27.75 cm3 of 2N methanesulphonic acid are added. A very small amount of insoluble matter is removed by filtration through diatomaceous silica. 15 cm3 of 2N aqueous potassium hydroxide sol...